Dataset: the Open Reaction Database (ORD), a public repository of structured organic reaction records. Task: describe an organic reaction: reactants, conditions, products, and yield The reactants are O=C(O)CC1CCc2cc(Br)cc3[nH]c(=O)c(=O)n1c23, CNc1ccc(CNC(=O)OC(C)(C)C)cc1CC(=O)OC. Yields the product COC(=O)Cc1cc(CNC(=O)OC(C)(C)C)ccc1NC(=O)CC1CCc2cc(Br)cc3[nH]c(=O)c(=O)n1c23. As a reaction SMILES: [Br:23][c:24]1[cH:25][c:26]2[c:27]3[n:28]([c:29](=[O:35])[c:30](=[O:34])[nH:31][c:32]3[cH:33]1)[CH:36]([CH2:39][C:40](=[O:41])[OH:42])[CH2:37][CH2:38]2.[CH3:1][NH:2][c:3]1[c:4]([CH2:18][C:19](=[O:20])[O:21][CH3:22])[cH:5][c:6]([CH2:9][NH:10][C:11](=[O:12])[O:13][C:14]([CH3:15])([CH3:16])[CH3:17])[cH:7][cH:8]1>>[NH:2]([c:3]1[c:4]([CH2:18][C:19](=[O:20])[O:21][CH3:22])[cH:5][c:6]([CH2:9][NH:10][C:11](=[O:12])[O:13][C:14]([CH3:15])([CH3:16])[CH3:17])[cH:7][cH:8]1)[C:40]([CH2:39][CH:36]1[n:28]2[c:27]3[c:26]([cH:25][c:24]([Br:23])[cH:33][c:32]3[nH:31][c:30](=[O:34])[c:29]2=[O:35])[CH2:38][CH2:37]1)=[O:42]. Reactants: C1=CC=C(C=C1)C(=O)N, C1=CC(=C(N=C1)Cl)Cl. The reagents and catalysts are C(=O)([O-])[O-].[Cs+].[Cs+], CC1(C2=C(C(=CC=C2)P(C3=CC=CC=C3)C4=CC=CC=C4)OC5=C1C=CC=C5P(C6=CC=CC=C6)C7=CC=CC=C7)C, CC(=O)O.CC(=O)O.[Pd]. The solvent is C1COCCO1. Reaction conditions: temperature 110 celsius. Yields the product C1=CC=C(C=C1)C(=O)NC2=C(C=CC=N2)Cl. Isolated yield 10.8%. Procedure: In a 5 mL vial were added Pd(OAc)2 (6.85 mg, 0.03 mmol), (9,9-dimethyl-9H-xanthene-4,5-diyl)bis(diphenylphosphane) (35.3 mg, 0.06 mmol), N-(3-chloropyridin-2-yl)benzamide (15.30 mg, 10.78 %) and cesium carbonate (477 mg, 1.46 mmol) in dioxane (2 mL) to give a yellow solution. The flask was evacuated and filled with Nitrogen three times. Then, 2,3-dichloropyridine (99 mg, 0.67 mmol) was added. The reaction mixture was stirred overnight at 80°C.  The reaction mixture was diluted with EtOAc (3 mL) ... The reactants are CCOC(=O)c1ccc(-c2ccccc2)nc1C, CCO, [Na+], [OH-]. Yields the product Cc1nc(-c2ccccc2)ccc1C(=O)O. As a reaction SMILES: [CH3:1][c:2]1[c:3]([C:4](=[O:5])[O:6][CH2:7][CH3:8])[cH:9][cH:10][c:11](-[c:13]2[cH:14][cH:15][cH:16][cH:17][cH:18]2)[n:12]1.[CH3:21][CH2:22][OH:23].[Na+:20].[OH-:19]>>[CH3:1][c:2]1[c:3]([C:4](=[O:5])[OH:6])[cH:9][cH:10][c:11](-[c:13]2[cH:14][cH:15][cH:16][cH:17][cH:18]2)[n:12]1. Starting materials: CC1=CC=C(C=C1)S(=O)(=O)[N-]Cl.O.O.O.[Na+] (chloramine-T trihydrate), CSC1=CC=C(C=C1)[N+](=O)[O-] (1-methylsulphanyl-4-nitrobenzene). Run in C(C)#N (acetonitrile), C(C)(=O)OCC (ethyl acetate). Run at time 4 hour. Yields the product CS(=NS(=O)(=O)C1=CC=C(C)C=C1)C1=CC=C(C=C1)[N+](=O)[O-] ((RS)—S-Methyl-S-(4-nitrophenyl)-N-tosylsulphimide). The yield is 22.0%. Reaction SMILES: [CH3:1][C:2]1[CH:7]=[CH:6][C:5]([S:8]([N-:11]Cl)(=[O:10])=[O:9])=[CH:4][CH:3]=1.O.O.O.[Na+].[CH3:17][S:18][C:19]1[CH:24]=[CH:23][C:22]([N+:25]([O-:27])=[O:26])=[CH:21][CH:20]=1>C(#N)C.C(OCC)(=O)C>[CH3:17][S:18]([C:19]1[CH:20]=[CH:21][C:22]([N+:25]([O-:27])=[O:26])=[CH:23][CH:24]=1)=[N:11][S:8]([C:5]1[CH:6]=[CH:7][C:2]([CH3:1])=[CH:3][CH:4]=1)(=[O:10])=[O:9] |f:0.1.2.3.4|. Reported procedure: 10.0 g (35.3 mmol) of chloramine-T trihydrate (Aldrich) are added to 5.0 g (29.6 mmol) of 1-methylsulphanyl-4-nitrobenzene in 120 ml of acetonitrile at room temperature. The mixture is stirred at room temperature for 4 hours and then diluted with ethyl acetate. The mixture is filtered with suction and the filter cake is washed with ethyl acetate. The combined organic phases are dried (Na2SO4), filtered and concentrated. The resulting residue is recrystallized from methanol. 2.2 g (6.5 mmol; yiel... The reactants are [Br-], CCCc1c(Cc2ccc(-c3ccccc3C#N)cc2)c(=O)n(C2CCC(OCC(=O)N(C)OC)CC2)c2nc(C)nn12, CC[Mg+], Cl, C1CCOC1. Yields the product CCCc1c(Cc2ccc(-c3ccccc3C#N)cc2)c(=O)n(C2CCC(OCC(=O)CC)CC2)c2nc(C)nn12. As a reaction SMILES: [Br-:44].[C:1](#[N:2])[c:3]1[c:4](-[c:9]2[cH:10][cH:11][c:12]([CH2:15][c:16]3[c:17](=[O:43])[n:18]([CH:29]4[CH2:30][CH2:31][CH:32]([O:35][CH2:36][C:37](=[O:38])[N:39]([O:40][CH3:41])[CH3:42])[CH2:33][CH2:34]4)[c:19]4[n:20]([c:21]3[CH2:22][CH2:23][CH3:24])[n:25][c:26]([CH3:28])[n:27]4)[cH:13][cH:14]2)[cH:5][cH:6][cH:7][cH:8]1.[CH2:45]([CH3:46])[Mg+:47].[ClH:48].[O:49]1[CH2:50][CH2:51][CH2:52][CH2:53]1>>[C:1](#[N:2])[c:3]1[c:4](-[c:9]2[cH:10][cH:11][c:12]([CH2:15][c:16]3[c:17](=[O:43])[n:18]([CH:29]4[CH2:30][CH2:31][CH:32]([O:35][CH2:36][C:37](=[O:38])[CH2:45][CH3:46])[CH2:33][CH2:34]4)[c:19]4[n:20]([c:21]3[CH2:22][CH2:23][CH3:24])[n:25][c:26]([CH3:28])[n:27]4)[cH:13][cH:14]2)[cH:5][cH:6][cH:7][cH:8]1. The reactants are CC=1NC(=C(C(C1C(=O)OCC)C1=CC(=CC=C1)[N+](=O)[O-])C(=O)OCC)C=O (diethyl 2-methyl-4-(3-nitrophenyl)-6-formyl-1,4-dihydropyridine-3,5-dicarboxylate), [BH4-].[Na+] (sodium borohydride), Cl (hydrochloric acid). The solvent is C(C)O (ethanol). The product is CC=1NC(=C(C(C1C(=O)OCC)C1=CC(=CC=C1)[N+](=O)[O-])C(=O)OCC)CO (diethyl 2-methyl-4-(3-nitrophenyl)-6-hydroxymethyl-1,4-dihydropyridine-3,5-dicarboxylate). Isolated yield 64.9%. As a reaction SMILES: [CH3:1][C:2]1[NH:3][C:4]([CH:27]=[O:28])=[C:5]([C:22]([O:24][CH2:25][CH3:26])=[O:23])[CH:6]([C:13]2[CH:18]=[CH:17][CH:16]=[C:15]([N+:19]([O-:21])=[O:20])[CH:14]=2)[C:7]=1[C:8]([O:10][CH2:11][CH3:12])=[O:9].[BH4-].[Na+].Cl>C(O)C>[CH3:1][C:2]1[NH:3][C:4]([CH2:27][OH:28])=[C:5]([C:22]([O:24][CH2:25][CH3:26])=[O:23])[CH:6]([C:13]2[CH:18]=[CH:17][CH:16]=[C:15]([N+:19]([O-:21])=[O:20])[CH:14]=2)[C:7]=1[C:8]([O:10][CH2:11][CH3:12])=[O:9] |f:1.2|. Procedure: To a suspended solution of diethyl 2-methyl-4-(3-nitrophenyl)-6-formyl-1,4-dihydropyridine-3,5-dicarboxylate (233 mg) in ethanol (10 ml) was added sodium borohydride (22.7 mg) at 0° to 5° C under stirring and this mixture was further stirred at about 5° C. for an hour and 10 minutes. After the reaction, the mixture was adjusted to pH 4 to 5 with 0.1N-hydrochloric acid, and then the solvent was removed under reduced pressure. The residue was extracted with ethyl acetate and the extract was washed...